From a dataset of the Open Reaction Database (ORD), a public repository of structured organic reaction records. describe an organic reaction: reactants, conditions, products, and yield Starting materials: Cc1ccccc1, CCN(C(C)C)C(C)C, N#Cc1cc(Br)ccc1N, O=C(Cl)c1ccccn1. The product is N#Cc1cc(Br)ccc1NC(=O)c1ccccn1. RXN SMILES: [CH3:29][c:30]1[cH:31][cH:32][cH:33][cH:34][cH:35]1.[CH:11]([N:12]([CH2:13][CH3:14])[CH:15]([CH3:16])[CH3:17])([CH3:18])[CH3:19].[NH2:1][c:2]1[c:3]([C:4]#[N:5])[cH:6][c:7]([Br:10])[cH:8][cH:9]1.[c:20]1([C:26](=[O:27])[Cl:28])[cH:21][cH:22][cH:23][cH:24][n:25]1>>[NH:1]([c:2]1[c:3]([C:4]#[N:5])[cH:6][c:7]([Br:10])[cH:8][cH:9]1)[C:26]([c:20]1[cH:21][cH:22][cH:23][cH:24][n:25]1)=[O:27]. Yield: 66.4%. The reactants are ClC1=CC(=C(C=O)C(=C1)OC)O (4-chloro-2-hydroxy-6-methoxybenzaldehyde), CN(C=O)C (N,N-dimethylformamide), C([O-])([O-])=O.[Cs+].[Cs+] (cesium carbonate), ClCC(C)=O (1-chloropropan-2-one). Reaction conditions: temperature 65 celsius. Product: ClC1=CC2=C(C=C(O2)C(C)=O)C(=C1)OC (1-(6-Chloro-4-methoxybenzofuran-2-yl)ethanone). Procedure: A stirred solution of 4-chloro-2-hydroxy-6-methoxybenzaldehyde (Example 37B, 1.79 g, 9.59 mmol) in N,N-dimethylformamide (15 mL, 9.59 mmol) was charged with cesium carbonate (3.75 g, 11.51 mmol) and 1-chloropropan-2-one (0.975 mL, 11.51 mmol). The reaction mixture was heated in a sealable vessel at 65° C. for 7 hours, was filtered over a Whatman filter paper to remove insolubles rinsing with DCM then washed with sat. NaHCO3. The organic phase was dried (MgSO4), filtered and concentrated to dryne... As a reaction SMILES: [Cl:1][C:2]1[CH:9]=[C:8]([O:10][CH3:11])[C:5]([CH:6]=O)=[C:4]([OH:12])[CH:3]=1.CN(C)C=O.C(=O)([O-])[O-].[Cs+].[Cs+].Cl[CH2:25][C:26](=[O:28])[CH3:27]>>[Cl:1][C:2]1[CH:9]=[C:8]([O:10][CH3:11])[C:5]2[CH:6]=[C:25]([C:26](=[O:28])[CH3:27])[O:12][C:4]=2[CH:3]=1 |f:2.3.4|.